Dataset: the Open Reaction Database (ORD), a public repository of structured organic reaction records. Task: describe an organic reaction: reactants, conditions, products, and yield Reaction SMILES: [F:1][C:2]([F:15])([F:14])[S:3]([O:6]S(C(F)(F)F)(=O)=O)(=[O:5])=[O:4].O[C:17]1[CH:22]=[CH:21][C:20]([C:23]2[N:28]([CH3:29])[C:27](=[O:30])[N:26]([CH2:31][O:32][CH2:33][CH2:34][Si:35]([CH3:38])([CH3:37])[CH3:36])[C:25](=[O:39])[C:24]=2[CH3:40])=[C:19]([CH3:41])[CH:18]=1>N1C=CC=CC=1>[F:1][C:2]([F:15])([F:14])[S:3]([O:6][C:17]1[CH:22]=[CH:21][C:20]([C:23]2[N:28]([CH3:29])[C:27](=[O:30])[N:26]([CH2:31][O:32][CH2:33][CH2:34][Si:35]([CH3:38])([CH3:37])[CH3:36])[C:25](=[O:39])[C:24]=2[CH3:40])=[C:19]([CH3:41])[CH:18]=1)(=[O:5])=[O:4]. Conditions: time 3 hour. Solvent: N1=CC=CC=C1 (pyridine). Product: FC(S(=O)(=O)OC1=CC(=C(C=C1)C=1N(C(N(C(C1C)=O)COCC[Si](C)(C)C)=O)C)C)(F)F (4-(3,5-dimethyl-2,6-dioxo-1-{[2-(trimethylsilyl) ethoxy]methyl}-1,2,3,6-tetrahydropyrimidin-4-yl)-3-methylphenyl trifluoromethanesulfonate). Procedure details: Trifluoromethanesulfonic anhydride (1.3 g, 4.6 mmol) was slowly added to a 0° C. solution of C5 (600 mg, 1.6 mmol) in pyridine (15 mL), and the reaction mixture was stirred at room temperature for 3 hours. After solvent had been removed under reduced pressure, the residue was purified by silica gel chromatography (Gradient: 5% to 17% ethyl acetate in petroleum ether) to afford the product as a yellow oil. Yield: 790 mg, 1.55 mmol, 97%. 1H NMR (400 MHz, CDCl3) δ 7.27-7.33 (m, 2H), 7.21-7.25 (m, 1... Reactants: FC(S(=O)(=O)OS(=O)(=O)C(F)(F)F)(F)F (Trifluoromethanesulfonic anhydride), OC1=CC(=C(C=C1)C1=C(C(N(C(N1C)=O)COCC[Si](C)(C)C)=O)C)C (6-(4-hydroxy-2-methylphenyl)-1,5-dimethyl-3-{[2-(trimethylsilyl)ethoxy]methyl}pyrimidine-2,4(1H,3H)-dione).